This data is from the Open Reaction Database (ORD), a public repository of structured organic reaction records. The task is: describe an organic reaction: reactants, conditions, products, and yield Starting materials: CO, [Na+], [Na+], O=C([O-])[O-], CCC(=O)OCC12CCC(=O)C=C1CCC1C2CCC2(C)C(OC(=O)CC)CCC12, O. The product is CCC(=O)OC1CCC2C3CCC4=CC(=O)CCC4(CO)C3CCC12C. Reaction SMILES: [CH3:37][OH:38].[Na+:31].[Na+:32].[O-:33][C:34](=[O:35])[O-:36].[O:1]=[C:2]([CH2:3][CH3:4])[O:5][CH:6]1[C:7]2([CH3:8])[CH:9]([CH2:10][CH2:11]1)[CH:12]1[CH2:13][CH2:14][C:15]3=[CH:16][C:17](=[O:30])[CH2:18][CH2:19][C:20]3([CH2:21][O:22][C:23](=[O:24])[CH2:25][CH3:26])[CH:27]1[CH2:28][CH2:29]2.[OH2:39]>>[O:1]=[C:2]([CH2:3][CH3:4])[O:5][CH:6]1[C:7]2([CH3:8])[CH:9]([CH2:10][CH2:11]1)[CH:12]1[CH2:13][CH2:14][C:15]3=[CH:16][C:17](=[O:30])[CH2:18][CH2:19][C:20]3([CH2:21][OH:22])[CH:27]1[CH2:28][CH2:29]2. The reactants are C(C)(=O)C1=C(N=C(S1)NC(C1=C(C=CC(=C1)Cl)OC)=O)C (N-(5-acetyl-4-methylthiazol-2-yl)-5-chloro-2-methoxybenzamide), BrCC1CCC1 ((bromomethyl)cyclobutane), CC(C)([O-])C.[K+] (potassium t-butoxide). Solvent: CN(C=O)C (N,N-dimethylformamide). Run at temperature 65 celsius, time 16 hour. The product is C(C)(=O)C1=C(N(/C(/S1)=N/C(C1=C(C=CC(=C1)Cl)OC)=O)CC1CCC1)C ((Z)—N-(5-acetyl-3-(cyclobutylmethyl)-4-methylthiazol-2(3H)-ylidene)-5-chloro-2-methoxybenzamide). RXN SMILES: [C:1]([C:4]1[S:8][C:7]([NH:9][C:10](=[O:20])[C:11]2[CH:16]=[C:15]([Cl:17])[CH:14]=[CH:13][C:12]=2[O:18][CH3:19])=[N:6][C:5]=1[CH3:21])(=[O:3])[CH3:2].Br[CH2:23][CH:24]1[CH2:27][CH2:26][CH2:25]1.CC(C)([O-])C.[K+]>CN(C)C=O>[C:1]([C:4]1[S:8]/[C:7](=[N:9]\[C:10](=[O:20])[C:11]2[CH:16]=[C:15]([Cl:17])[CH:14]=[CH:13][C:12]=2[O:18][CH3:19])/[N:6]([CH2:23][CH:24]2[CH2:27][CH2:26][CH2:25]2)[C:5]=1[CH3:21])(=[O:3])[CH3:2] |f:2.3|. Procedure: A mixture of the product of Example 238A (0.75 g, 2.3 mmol), (bromomethyl)cyclobutane (0.31 mL, 2.8 mmol), and potassium t-butoxide (0.41 g, 3.5 mmol) in 7 mL N,N-dimethylformamide was warmed to 65° C. and stirred for 16 hours. The mixture was cooled to ambient temperature, quenched with 5 mL of saturated aqueous NH4Cl and diluted with 10 mL of ethyl acetate. The layers were separated and the aqueous phase was extracted twice with 7 mL of ethyl acetate. The combined organic extracts were dried o... The reactants are C(C)N1N=CC=2C1=NC=C(C2OCC)C(=O)OCC (ethyl 1-ethyl-4-ethoxy-1H-pyrazolo[3,4-b]pyridine-5-carboxylate), BrN1C(CCC1=O)=O (N-bromosuccinimide). Solvent: C(Cl)(Cl)(Cl)Cl (carbon tetrachloride). The product is C(C)OC1=C2C(=NC=C1C(=O)OCC)N(N=C2)C=C (ethyl 4-ethoxy-1-vinyl-1H-pyrazolo[3,4-b]pyridine-5-carboxylate). Reaction SMILES: [CH2:1]([N:3]1[C:7]2=[N:8][CH:9]=[C:10]([C:15]([O:17][CH2:18][CH3:19])=[O:16])[C:11]([O:12][CH2:13][CH3:14])=[C:6]2[CH:5]=[N:4]1)[CH3:2].BrN1C(=O)CCC1=O>C(Cl)(Cl)(Cl)Cl>[CH2:13]([O:12][C:11]1[C:10]([C:15]([O:17][CH2:18][CH3:19])=[O:16])=[CH:9][N:8]=[C:7]2[N:3]([CH:1]=[CH2:2])[N:4]=[CH:5][C:6]=12)[CH3:14]. Procedure details: A suspension of ethyl 1-ethyl-4-ethoxy-1H-pyrazolo[3,4-b]pyridine-5-carboxylate (which may be prepared as described in U.S. Pat. No. 3,755,340, for example, Example 1c) (14.24 g.) and N-bromosuccinimide (21.2 g.) in carbon tetrachloride (109 ml.) was stirred and heated under reflux while being irradiated with a sun lamp (Westinghouse 250 watt). After 1.5 hours the mixture was cooled (ice-bath) and filtered. The filtrate was washed with aqueous sodium bicarbonate and water, dried (MgSO4) and evap... Starting materials: FC(C1=CC=C2C=CN(C2=C1)CC(=O)OC)(F)F (Methyl 2-(6-(trifluoromethyl)-1H-indol-1-yl)acetate), [OH-].[Li+] (lithium hydroxide). The solvent is C1CCOC1.O (THF H2O). Reaction conditions: time 2 hour. The product is FC(C1=CC=C2C=CN(C2=C1)CC(=O)O)(F)F (2-(6-(trifluoromethyl)-1H-indol-1-yl)acetic acid). The yield is 79.2%. As a reaction SMILES: [F:1][C:2]([F:18])([F:17])[C:3]1[CH:11]=[C:10]2[C:6]([CH:7]=[CH:8][N:9]2[CH2:12][C:13]([O:15]C)=[O:14])=[CH:5][CH:4]=1.[OH-].[Li+]>C1COCC1.O>[F:17][C:2]([F:1])([F:18])[C:3]1[CH:11]=[C:10]2[C:6]([CH:7]=[CH:8][N:9]2[CH2:12][C:13]([OH:15])=[O:14])=[CH:5][CH:4]=1 |f:1.2,3.4|. Reported procedure: Methyl 2-(6-(trifluoromethyl)-1H-indol-1-yl)acetate (120 mg, 0.467 mmol) was dissolved in a mixture (1/1) of THF/H2O (4 ml), and lithium hydroxide (112 mg, 4.67 mmol) was added. The mixture was stirred at room temperature for 2 hours. The organic solvent was evaporated and 2N HCl was added to the resulting mixture (pH=5). The precipitate was collected by filtration affording 2-(6-(trifluoromethyl)-1H-indol-1-yl)acetic acid (90 mg, 0.370 mmol, 79% yield). MS/ESI+ 244.0 [MH]+. Procedure details: As shown in FIG. 2(a), a soda glass plate which was 25 by 25 cm square and 1.35 mm thick was used as a substrate 3, and the surface of the substrate 3 was treated with γ-methacryloxypropyl trimethoxy silane (KBM503, manufactured by Shinetsu Silicone K.K.). For this purpose, first, KBM503 was dissolved in isopropyl alcohol under stirring for 1 hour to obtain a 0.5 wt % solution. With 6 to 8 ml of the solution being dropped on the glass substrate 3, spin coating was carried out at 300 rpm for the ... Solvent: C(C)(C)O (isopropyl alcohol). Reaction conditions: time 1 hour. Yields the product CC(=C)C(=O)OCCC[Si](OC)(OC)OC (KBM 503), [SiH4] (silane), layer 5. Reaction SMILES: [C:1]([O:6][CH2:7][CH2:8][CH2:9][Si:10]([O:15][CH3:16])([O:13][CH3:14])[O:11][CH3:12])(=[O:5])[C:2]([CH3:4])=[CH2:3]>C(O)(C)C>[CH3:4][C:2]([C:1]([O:6][CH2:7][CH2:8][CH2:9][Si:10]([O:15][CH3:16])([O:11][CH3:12])[O:13][CH3:14])=[O:5])=[CH2:3].[SiH4:10]. Starting materials: CC(=C)C(=O)OCCC[Si](OC)(OC)OC (KBM503), solution, C(C(=C)C)(=O)OCCC[Si](OC)(OC)OC (γ-methacryloxypropyl trimethoxy silane). Starting materials: CCOCC, CCCCCC, O=S(=O)(Cl)c1ccc(Cl)cc1, ClCCl, CCOC(=O)c1cc(N)ccc1Oc1cncc(Cl)c1. The product is CCOC(=O)c1cc(NS(=O)(=O)c2ccc(Cl)cc2)ccc1Oc1cncc(Cl)c1. RXN SMILES: [CH2:32]([O:33][CH2:34][CH3:35])[CH3:36].[CH3:37][CH2:38][CH2:39][CH2:40][CH2:41][CH3:42].[Cl:21][c:22]1[cH:23][cH:24][c:25]([S:28](=[O:29])(=[O:30])[Cl:31])[cH:26][cH:27]1.[Cl:43][CH2:44][Cl:45].[NH2:1][c:2]1[cH:3][cH:4][c:5]([O:13][c:14]2[cH:15][c:16]([Cl:20])[cH:17][n:18][cH:19]2)[c:6]([C:7](=[O:8])[O:9][CH2:10][CH3:11])[cH:12]1>>[NH:1]([c:2]1[cH:3][cH:4][c:5]([O:13][c:14]2[cH:15][c:16]([Cl:20])[cH:17][n:18][cH:19]2)[c:6]([C:7](=[O:8])[O:9][CH2:10][CH3:11])[cH:12]1)[S:28]([c:25]1[cH:24][cH:23][c:22]([Cl:21])[cH:27][cH:26]1)(=[O:29])=[O:30]. Reactants: OC=1C=C(C=CC1C)C=1CCC(NN1)=O (6-(3-hydroxy-4-methylphenyl)-4,5-dihydro-3(2H)-pyridazinone), C(Cl)C1CO1 (epichlorohydrin), N1CCCCC1 (piperidine), [OH-].[Na+] (sodium hydroxide). Run in ClCCl (dichloromethane). The product is ethanol-ether, O1C(COC=2C=C(C=CC2C)C=2CCC(NN2)=O)C1 (6-[3-(2,3-epoxypropoxy)-4-methylphenyl]-4,5-dihydro-3(2H)-pyridazinone). Yield: 77.0%. RXN SMILES: [OH:1][C:2]1[CH:3]=[C:4]([C:9]2[CH2:10][CH2:11][C:12](=[O:15])[NH:13][N:14]=2)[CH:5]=[CH:6][C:7]=1[CH3:8].[CH2:16]([CH:18]1[O:20][CH2:19]1)Cl.N1CCCCC1.[OH-].[Na+]>ClCCl>[O:20]1[CH2:19][CH:18]1[CH2:16][O:1][C:2]1[CH:3]=[C:4]([C:9]2[CH2:10][CH2:11][C:12](=[O:15])[NH:13][N:14]=2)[CH:5]=[CH:6][C:7]=1[CH3:8] |f:3.4|. Reported procedure: A mixture of powdered 6-(3-hydroxy-4-methylphenyl)-4,5-dihydro-3(2H)-pyridazinone (5.0 g, 0.024 mole), epichlorohydrin (19.3 ml, 0.24 mole), and piperidine (0.2 ml) was heated on a steam bath for 1 hour. Evaporation of the solution under reduced pressure gave an oil which was dissolved in a small volume of dichloromethane and stirred with dilute sodium hydroxide solution (15 ml). The organic phase was washed with water, dried, and evaporated to an oil which under reduced pressure gave a solid, 6... The reactants are C(CC)C1=C(O)C=CC=C1O (2-propyl resorcinol), C([O-])([O-])=O.[Cs+].[Cs+] (cesium carbonate), BrCC(=O)C1=CC=CC=C1 (2-bromoacetophenone). The solvent is CN(C)C=O (DMF), CN(C)C=O (DMF). Conditions: time 1 hour. The product is C(CC)C1=C(C=CC=C1OCC(=O)C1=CC=CC=C1)O (2-propyl-3-(2-phenyl-2-oxoethoxy)phenol). Reaction SMILES: [CH2:1]([C:4]1[C:10]([OH:11])=[CH:9][CH:8]=[CH:7][C:5]=1[OH:6])[CH2:2][CH3:3].C(=O)([O-])[O-].[Cs+].[Cs+].Br[CH2:19][C:20]([C:22]1[CH:27]=[CH:26][CH:25]=[CH:24][CH:23]=1)=[O:21]>CN(C=O)C>[CH2:1]([C:4]1[C:10]([O:11][CH2:19][C:20]([C:22]2[CH:27]=[CH:26][CH:25]=[CH:24][CH:23]=2)=[O:21])=[CH:9][CH:8]=[CH:7][C:5]=1[OH:6])[CH2:2][CH3:3] |f:1.2.3|. Reported procedure: To a solution of 2-propyl resorcinol (178.27 g; 1.171 mol) in dry DMF (1200 mL) was added cesium carbonate (104.95 g; 322.12 mmol). The mixture was stirred at room temperature and treated dropwise with a solution of 2-bromoacetophenone (58.29 G; 292.84 mmol) in dry DMF (500 mL) over 2 hours. The was stirred at ambient temperature for 64 hours. The reaction mixture was partitioned between isopropyl acetate and water. The aqueous was adjusted to pH 13 by addition of aq. 5N sodium hydroxide. The or... Reactants: solution, BrBr (bromine), N1=CC=CC2=C1NC(CCC2)=O (5,6,7,9-tetrahydro-pyrido[2,3-b]azepin-8-one). Solvent: C(Cl)Cl (CH2Cl2), C(Cl)Cl (CH2Cl2). Conditions: time 8 hour. The product is BrC1=CC2=C(NC(CCC2)=O)N=C1 (3-Bromo-5,6,7,9-tetrahydro-pyrido[2,3-b]azepin-8-one). Yield: 56.1%. As a reaction SMILES: [Br:1]Br.[N:3]1[C:8]2[NH:9][C:10](=[O:14])[CH2:11][CH2:12][CH2:13][C:7]=2[CH:6]=[CH:5][CH:4]=1>C(Cl)Cl>[Br:1][C:5]1[CH:4]=[N:3][C:8]2[NH:9][C:10](=[O:14])[CH2:11][CH2:12][CH2:13][C:7]=2[CH:6]=1. Reported procedure: A 10% solution of bromine (0.57 mL, 11.1 mmole) in CH2Cl2 was added dropwise over 1 hr to a solution of 5,6,7,9-tetrahydro-pyrido[2,3-b]azepin-8-one (1.20 g, 7.4 mmole) in CH2Cl2 at RT. The mixture was stirred at RT overnight, then was concentrated in vacuo. The residue was diluted with 10% Na2CO3 and extracted with EtOAc. The combined organics were dried over Na2SO4 and concentrated. Flash chromatography on silica gel (EtOAc) gave the title compound (1.00 g, 56%) as a light yellow solid after d...